This data is from the Open Reaction Database (ORD), a public repository of structured organic reaction records. The task is: describe an organic reaction: reactants, conditions, products, and yield The reactants are [N+](=O)([O-])C=1C=C2C3=C(C(N(C(C3=CC(=C2)[N+](=O)[O-])=O)CCCC(=O)O)=O)C1 (4-(5,8-Dinitro-1,3-dioxo-1H,3H-benzo[de]isoquinolin-2-yl)-butyric acid). Reagents/catalysts: [Pd] (palladium on charcoal). Solvent: CN(C=O)C (dimethylformamide). Run at time 24 hour. Yields the product NC=1C=C2C3=C(C(N(C(C3=CC(=C2)N)=O)CCCC(=O)O)=O)C1 (4-(5,8-Diamino-1,3-dioxo-1H,3H-benzo[de]isoquinolin-2-yl)-butyric acid). RXN SMILES: [N+:1]([C:4]1[CH:5]=[C:6]2[CH:15]=[C:14]([N+:16]([O-])=O)[CH:13]=[C:12]3[C:7]2=[C:8]([CH:27]=1)[C:9](=[O:26])[N:10]([CH2:20][CH2:21][CH2:22][C:23]([OH:25])=[O:24])[C:11]3=[O:19])([O-])=O>[Pd].CN(C)C=O>[NH2:1][C:4]1[CH:5]=[C:6]2[CH:15]=[C:14]([NH2:16])[CH:13]=[C:12]3[C:7]2=[C:8]([CH:27]=1)[C:9](=[O:26])[N:10]([CH2:20][CH2:21][CH2:22][C:23]([OH:25])=[O:24])[C:11]3=[O:19]. Procedure: A mixture of 4-(5,8-Dinitro-1,3-dioxo-1H,3H-benzo[de]isoquinolin-2-yl)-butyric acid (see example 4; 0.37 g, 1 mmol), palladium on charcoal 10% and dimethylformamide (20 mL) was hydrogenated at room temperature with vigorous stirring for 24 hours. The catalyst was filtered off and the filtrate evaporated under reduced pressure. The residue was crystallized from dimethylformamide and water to give the desired product. Reactants: C([O-])(O)=O.[Na+] (sodium bicarbonate), CNC(=O)NC1=C(C(=NS1)N1CCCC1)C#N (1-methyl-3-(4-cyano-3-(1-pyrrolidinyl)-5-isothiazolyl)urea), S(O)(O)(=O)=O (sulfuric acid). Solvent: ice water. Run at time 8 hour. Yields the product CNC(=O)NC1=C(C(=NS1)N1CCCC1)C(N)=O (1-methyl-3-(4-carbamoyl-3-(1-pyrrolidinyl)-5-isothiazolyl)urea). Reaction SMILES: [CH3:1][NH:2][C:3]([NH:5][C:6]1[S:10][N:9]=[C:8]([N:11]2[CH2:15][CH2:14][CH2:13][CH2:12]2)[C:7]=1[C:16]#[N:17])=[O:4].S(=O)(=O)(O)[OH:19].C(=O)(O)[O-].[Na+]>>[CH3:1][NH:2][C:3]([NH:5][C:6]1[S:10][N:9]=[C:8]([N:11]2[CH2:15][CH2:14][CH2:13][CH2:12]2)[C:7]=1[C:16](=[O:19])[NH2:17])=[O:4] |f:2.3|. Reported procedure: A stirred mixture of 10.5 g of 1-methyl-3-(4-cyano-3-(1-pyrrolidinyl)-5-isothiazolyl)urea and 15 ml of sulfuric acid was heated at 100° during 21/2 hours. The mixture was poured into 250 ml of stirred ice-water and neutralized by slow addition of saturated sodium bicarbonate solution. The separated solid was collected by filtration. The filtrate was allowed to stand for a short time, and filtered again. The collected solid was found to be a mixture of the desired product and unreacted starting m...